Task: describe an organic reaction: reactants, conditions, products, and yield. Dataset: the Open Reaction Database (ORD), a public repository of structured organic reaction records Reactants: C(C1=CC=CC=C1)N1C(=C(C2=CC=CC=C12)CCCCC)C1=CC2=CC=C(C=C2C=C1)OC (1-benzyl-2-(6-methoxy-2-naphthyl)-3-pentyl-1H-indole), B(Br)(Br)Br (BBr3). The solvent is C(Cl)(Cl)Cl (CHCl3), C(Cl)Cl (CH2Cl2). Reaction conditions: temperature 0 celsius, time 1.5 hour. Product: C(C1=CC=CC=C1)N1C(=C(C2=CC=CC=C12)CCCCC)C=1C=C2C=CC(=CC2=CC1)O (6-(1-Benzyl-3-pentyl-1H-indol-2-yl)-2-naphthol). Isolated yield 84.9%. As a reaction SMILES: [CH2:1]([N:8]1[C:16]2[C:11](=[CH:12][CH:13]=[CH:14][CH:15]=2)[C:10]([CH2:17][CH2:18][CH2:19][CH2:20][CH3:21])=[C:9]1[C:22]1[CH:31]=[CH:30][C:29]2[C:24](=[CH:25][CH:26]=[C:27]([O:32]C)[CH:28]=2)[CH:23]=1)[C:2]1[CH:7]=[CH:6][CH:5]=[CH:4][CH:3]=1.B(Br)(Br)Br>C(Cl)Cl.C(Cl)(Cl)Cl>[CH2:1]([N:8]1[C:16]2[C:11](=[CH:12][CH:13]=[CH:14][CH:15]=2)[C:10]([CH2:17][CH2:18][CH2:19][CH2:20][CH3:21])=[C:9]1[C:22]1[CH:23]=[C:24]2[C:29](=[CH:30][CH:31]=1)[CH:28]=[C:27]([OH:32])[CH:26]=[CH:25]2)[C:2]1[CH:3]=[CH:4][CH:5]=[CH:6][CH:7]=1. Reported procedure: To a stirred solution of the 1-benzyl-2-(6-methoxy-2-naphthyl)-3-pentyl-1H-indole (109.0 g, 251 mmol) in CH2Cl2 (1000 mL) under N2 at −78° C. was added BBr3 (1M in CH2Cl2, 302 mL), dropwise, over 1.5 h. After the addition, the reaction was warmed to 0° C. and stirred for 2.5 h then warmed to rt. After a total of 5 h the reaction mixture was cooled to 0° C. and quenched with water (250 mL). The mixture was stirred overnight then rotovap'd to a residue. The residue was partitioned between EtOAc (1... Starting materials: FC(COC1(OOC12C1CC3CC(CC2C3)C1)C1=CC(=CC=C1)O)(F)F (4-(2,2,2-Trifluoroethoxy)-4-(3-hydroxyphenyl)spiro[1,2-dioxetane-3,2'-tricyclo[3.3.1.13,7 ]decane]), N1=CC=CC=C1 (pyridine), C(C)(=O)Cl (acetyl chloride). Run in C(Cl)Cl (CH2Cl2). Run at time 2 hour. Product: FC(COC1(OOC12C1CC3CC(CC2C3)C1)C1=CC(=CC=C1)OC(C)=O)(F)F (4-(2,2,2-Trifluoroethoxy)-4-(3-acetoxyphenyl)spiro[1,2-dioxetane-3,2'-tricyclo[3.3.1.13,7 ]decane]). As a reaction SMILES: [F:1][C:2]([F:26])([F:25])[CH2:3][O:4][C:5]1([C:18]2[CH:23]=[CH:22][CH:21]=[C:20]([OH:24])[CH:19]=2)[C:8]2([CH:15]3[CH2:16][CH:11]4[CH2:12][CH:13]([CH2:17][CH:9]2[CH2:10]4)[CH2:14]3)[O:7][O:6]1.N1C=CC=CC=1.[C:33](Cl)(=[O:35])[CH3:34]>C(Cl)Cl>[F:26][C:2]([F:1])([F:25])[CH2:3][O:4][C:5]1([C:18]2[CH:23]=[CH:22][CH:21]=[C:20]([O:24][C:33](=[O:35])[CH3:34])[CH:19]=2)[C:8]2([CH:15]3[CH2:14][CH:13]4[CH2:12][CH:11]([CH2:10][CH:9]2[CH2:17]4)[CH2:16]3)[O:7][O:6]1. Procedure details: A solution of dioxetane 3 (78.2 mg) in 15 mL of CH2Cl2 was placed under argon. Dry pyridine (40 μL, 2.3 eq.) was added followed after 5 min by 16.6 μL (1.1 eq.) of acetyl chloride. The reaction was judged complete by TLC after 2 hours, showing a new material which emitted blue-green light when the plate was heated. The volatiles were removed in vacuo leaving a yellow oil which was purified by preparative TLC using CH2Cl2 as eluent. A colorless oil (44 mg) was obtained: 1H NMR (CDCl3) δ 0.98 (m, ... The reactants are COS(=O)(=O)OC, CO, O=Cc1ccccc1NS(=O)(=O)c1ccc(C(F)(F)F)cc1, [Na+], [OH-], O. The product is CN(c1ccccc1C=O)S(=O)(=O)c1ccc(C(F)(F)F)cc1. As a reaction SMILES: [CH3:25][O:26][S:27]([O:28][CH3:29])(=[O:30])=[O:31].[CH3:32][OH:33].[CH:1](=[O:2])[c:3]1[c:4]([NH:9][S:10](=[O:11])(=[O:12])[c:13]2[cH:14][cH:15][c:16]([C:19]([F:20])([F:21])[F:22])[cH:17][cH:18]2)[cH:5][cH:6][cH:7][cH:8]1.[Na+:24].[OH-:23].[OH2:34]>>[CH:1](=[O:2])[c:3]1[c:4]([N:9]([S:10](=[O:11])(=[O:12])[c:13]2[cH:14][cH:15][c:16]([C:19]([F:20])([F:21])[F:22])[cH:17][cH:18]2)[CH3:25])[cH:5][cH:6][cH:7][cH:8]1. Starting materials: C(C)C=1N=C(C2=C(N1)C=CC(=N2)C2=CC=C(C=C2)F)O (2-ethyl-6-(4-fluorophenyl)-4-hydroxyl pyrido[3,2-d]pyrimidine), CC=1N=C(C2=C(N1)C=CC(=N2)C2=CC=C(C=C2)F)OCCOC (2-methyl-4-(2-methoxyethoxy)-6-(4-fluorophenyl)-pyrido[3,2-d]pyrimidine). Solvent: COCCO (2-methoxyethanol). The product is C(C)C=1N=C(C2=C(N1)C=CC(=N2)C2=CC=C(C=C2)F)OCCOC (2-ethyl-4-(2-methoxyethoxy)-6-(4-fluorophenyl)-pyrido[3,2-d]pyrimidine). Yield: 46.0%. As a reaction SMILES: [CH2:1]([C:3]1[N:4]=[C:5]([OH:20])[C:6]2[N:12]=[C:11]([C:13]3[CH:18]=[CH:17][C:16]([F:19])=[CH:15][CH:14]=3)[CH:10]=[CH:9][C:7]=2[N:8]=1)[CH3:2].CC1N=[C:24]([O:39][CH2:40]COC)[C:25]2N=C(C3C=CC(F)=CC=3)C=CC=2N=1>COCCO>[CH2:1]([C:3]1[N:4]=[C:5]([O:20][CH2:25][CH2:24][O:39][CH3:40])[C:6]2[N:12]=[C:11]([C:13]3[CH:18]=[CH:17][C:16]([F:19])=[CH:15][CH:14]=3)[CH:10]=[CH:9][C:7]=2[N:8]=1)[CH3:2]. Reported procedure: was synthesized from 2-ethyl-6-(4-fluorophenyl)-4-hydroxyl pyrido[3,2-d]pyrimidine and 2-methoxyethanol in 46% yield, using the procedure described for the synthesis of 2-methyl-4-(2-methoxyethoxy)-6-(4-fluorophenyl)-pyrido[3,2-d]pyrimidine. The mass spectrum was as follows: MS (m/z): 328 ([M+H]+, 100). Reactants: COCCBr, O=C([O-])[O-], CC#N, Cl, Fc1c(N2CCNCC2)cccc1C(F)(F)F, [K+], [K+]. The product is COCCN1CCN(c2cccc(C(F)(F)F)c2F)CC1. As a reaction SMILES: [Br:24][CH2:25][CH2:26][O:27][CH3:28].[C:18](=[O:19])([O-:20])[O-:21].[CH3:30][C:31]#[N:32].[ClH:29].[F:1][c:2]1[c:3]([N:12]2[CH2:13][CH2:14][NH:15][CH2:16][CH2:17]2)[cH:4][cH:5][cH:6][c:7]1[C:8]([F:9])([F:10])[F:11].[K+:22].[K+:23]>>[F:1][c:2]1[c:3]([N:12]2[CH2:13][CH2:14][N:15]([CH2:25][CH2:26][O:27][CH3:28])[CH2:16][CH2:17]2)[cH:4][cH:5][cH:6][c:7]1[C:8]([F:9])([F:10])[F:11].